Dataset: the Open Reaction Database (ORD), a public repository of structured organic reaction records. Task: describe an organic reaction: reactants, conditions, products, and yield Reactants: CC(C)(C)OC(=O)NC1(c2ccc(-c3c(-c4ccccc4)oc4c(ccc5[nH]ncc54)c3=O)cc2)CCC1, CI, [H-], N#N, [Na+], CN(C)C=O. Product: Cn1cc2c(ccc3c(=O)c(-c4ccc(C5(NC(=O)OC(C)(C)C)CCC5)cc4)c(-c4ccccc4)oc32)n1. Reaction SMILES: [C:1]([CH3:2])([CH3:3])([CH3:4])[O:5][C:6]([NH:7][C:8]1([c:12]2[cH:13][cH:14][c:15](-[c:18]3[c:19](=[O:37])[c:20]4[c:21]([c:22]5[cH:23][n:24][nH:25][c:26]5[cH:27][cH:28]4)[o:29][c:30]3-[c:31]3[cH:32][cH:33][cH:34][cH:35][cH:36]3)[cH:16][cH:17]2)[CH2:9][CH2:10][CH2:11]1)=[O:38].[CH3:43][I:44].[H-:41].[N:39]#[N:40].[Na+:42].[O:45]=[CH:46][N:47]([CH3:48])[CH3:49]>>[C:1]([CH3:2])([CH3:3])([CH3:4])[O:5][C:6]([NH:7][C:8]1([c:12]2[cH:13][cH:14][c:15](-[c:18]3[c:19](=[O:37])[c:20]4[c:21]([c:22]5[cH:23][n:24]([CH3:43])[n:25][c:26]5[cH:27][cH:28]4)[o:29][c:30]3-[c:31]3[cH:32][cH:33][cH:34][cH:35][cH:36]3)[cH:16][cH:17]2)[CH2:9][CH2:10][CH2:11]1)=[O:38]. The reactants are C=CCC(CCC1(C)OCCO1)C(=O)N1C(=O)OCC1Cc1ccccc1, ClCCl, O=[O+][O-], c1ccc(P(c2ccccc2)c2ccccc2)cc1. The product is CC1(CCC(CC=O)C(=O)N2C(=O)OCC2Cc2ccccc2)OCCO1. RXN SMILES: [CH2:1]([c:2]1[cH:3][cH:4][cH:5][cH:6][cH:7]1)[CH:8]1[N:9]([C:14]([CH:15]([CH2:16][CH:17]=[CH2:18])[CH2:19][CH2:20][C:21]2([CH3:26])[O:22][CH2:23][CH2:24][O:25]2)=[O:27])[C:10](=[O:13])[O:11][CH2:12]1.[Cl:50][CH2:51][Cl:52].[O-:28][O+:29]=[O:30].[c:31]1([P:32]([c:33]2[cH:34][cH:35][cH:36][cH:37][cH:38]2)[c:39]2[cH:40][cH:41][cH:42][cH:43][cH:44]2)[cH:45][cH:46][cH:47][cH:48][cH:49]1>>[CH2:1]([c:2]1[cH:3][cH:4][cH:5][cH:6][cH:7]1)[CH:8]1[N:9]([C:14]([CH:15]([CH2:16][CH:17]=[O:28])[CH2:19][CH2:20][C:21]2([CH3:26])[O:22][CH2:23][CH2:24][O:25]2)=[O:27])[C:10](=[O:13])[O:11][CH2:12]1. The reactants are BrC1=C2CCNC2=C(C=C1)C (4-bromo-7-methyl-indoline), ClC1=NC=NC2=CC(=C(C=C12)OC)OC (4-chloro-6,7-dimethoxy-quinazoline). The solvent is CN(C)C=O (DMF). The product is BrC1=C2CCN(C2=C(C=C1)C)C1=NC=NC2=CC(=C(C=C12)OC)OC (4-(4-Bromo-7-methyl-2,3-dihydro-indol-1-yl)-6,7-dimethoxy-quinazoline). The yield is 70.0%. RXN SMILES: [Br:1][C:2]1[CH:10]=[CH:9][C:8]([CH3:11])=[C:7]2[C:3]=1[CH2:4][CH2:5][NH:6]2.Cl[C:13]1[C:22]2[C:17](=[CH:18][C:19]([O:25][CH3:26])=[C:20]([O:23][CH3:24])[CH:21]=2)[N:16]=[CH:15][N:14]=1>CN(C=O)C>[Br:1][C:2]1[CH:10]=[CH:9][C:8]([CH3:11])=[C:7]2[C:3]=1[CH2:4][CH2:5][N:6]2[C:13]1[C:22]2[C:17](=[CH:18][C:19]([O:25][CH3:26])=[C:20]([O:23][CH3:24])[CH:21]=2)[N:16]=[CH:15][N:14]=1. Procedure details: Utilizing a procedure analogous to that described in Example 24, this product was prepared in 70% yield from 4-bromo-7-methyl-indoline (1.1 eq.), and 4-chloro-6,7-dimethoxy-quinazoline (1.0 eq) in DMF. (M.P. 223°-225° C.; LC-MS: 400, 402 (MH+); anal. RP18-HPLC RT: 5.23 min.).